From a dataset of the Open Reaction Database (ORD), a public repository of structured organic reaction records. describe an organic reaction: reactants, conditions, products, and yield Starting materials: C(C)OC1=CC=C(C=C1)C1=C(N=C2N(C1=O)C=CS2)C (6-(4-Ethoxyphenyl)-7-methyl-5H-[1,3]thiazolo[3,2-a]pyrimidin-5-one), C1(CC1)COC1=C(C=O)C=CC=C1OC (2-cyclopropylmethoxy-3-methoxybenzaldehyde), [O-]CC.[Na+] (sodium ethoxide). The solvent is C(C)O (ethanol). The product is C1(CC1)COC1=C(C=CC=C1OC)/C=C/C=1N=C2N(C(C1C1=CC=C(C=C1)OCC)=O)C=CS2 (7-[(E)-2-(2-Cyclopropylmethoxy-3-methoxyphenyl)-1-ethenyl]-6-(4-ethoxy phenyl)-5H-[1,3]thiazolo[3,2-a]pyrimidin-5-one). Isolated yield 40.3%. RXN SMILES: [CH2:1]([O:3][C:4]1[CH:9]=[CH:8][C:7]([C:10]2[C:15](=[O:16])[N:14]3[CH:17]=[CH:18][S:19][C:13]3=[N:12][C:11]=2[CH3:20])=[CH:6][CH:5]=1)[CH3:2].[CH:21]1([CH2:24][O:25][C:26]2[C:33]([O:34][CH3:35])=[CH:32][CH:31]=[CH:30][C:27]=2[CH:28]=O)[CH2:23][CH2:22]1.[O-]CC.[Na+]>C(O)C>[CH:21]1([CH2:24][O:25][C:26]2[C:33]([O:34][CH3:35])=[CH:32][CH:31]=[CH:30][C:27]=2/[CH:28]=[CH:20]/[C:11]2[N:12]=[C:13]3[S:19][CH:18]=[CH:17][N:14]3[C:15](=[O:16])[C:10]=2[C:7]2[CH:6]=[CH:5][C:4]([O:3][CH2:1][CH3:2])=[CH:9][CH:8]=2)[CH2:22][CH2:23]1 |f:2.3|. Procedure details: The title compound was prepared by condensation of Intermediate 10 (300 mg, 1.047 mmol) with 2-cyclopropylmethoxy-3-methoxybenzaldehyde (302 mg, 1.466 mmol) in presence of sodium ethoxide (142 mg, 2.090 mmol) in ethanol (10 ml) according to the procedure of Example 24 to afford 200 mg of the desired product as a pale yellow solid; 1H NMR (300 MHz, DMSO-d6) δ 0.25-0.27 (m, 2H), 0.49-0.51 (m, 2H), 1.03-1.05 (m, 1H), 3.67-3.70 (m, 2H), 3.77-3.81 (m, 3H), 6.89-6.91 (m, 2H), 6.98-7.02 (m, 4H), 7.23-7... The reactants are COC(=O)c1ccc(NS(C)(=O)=O)c(C=O)c1, CCO, Cl, NO. Product: COC(=O)c1ccc(NS(C)(=O)=O)c(C=NO)c1. As a reaction SMILES: [CH3:1][S:2](=[O:3])(=[O:4])[NH:5][c:6]1[c:7]([CH:8]=[O:9])[cH:10][c:11]([C:14](=[O:15])[O:16][CH3:17])[cH:12][cH:13]1.[CH3:21][CH2:22][OH:23].[ClH:18].[NH2:19][OH:20]>>[CH3:1][S:2](=[O:3])(=[O:4])[NH:5][c:6]1[c:7]([CH:8]=[N:19][OH:20])[cH:10][c:11]([C:14](=[O:15])[O:16][CH3:17])[cH:12][cH:13]1.